This data is from the Open Reaction Database (ORD), a public repository of structured organic reaction records. The task is: describe an organic reaction: reactants, conditions, products, and yield Reactants: O=S(=O)(NCC1CCCO1)c1ccc(Br)cc1, CI, [H-], [Na+], C1CCOC1. The product is CN(CC1CCCO1)S(=O)(=O)c1ccc(Br)cc1. RXN SMILES: [Br:1][c:2]1[cH:3][cH:4][c:5]([S:8](=[O:9])(=[O:10])[NH:11][CH2:12][CH:13]2[O:14][CH2:15][CH2:16][CH2:17]2)[cH:6][cH:7]1.[CH3:20][I:21].[H-:18].[Na+:19].[O:22]1[CH2:23][CH2:24][CH2:25][CH2:26]1>>[Br:1][c:2]1[cH:3][cH:4][c:5]([S:8](=[O:9])(=[O:10])[N:11]([CH2:12][CH:13]2[O:14][CH2:15][CH2:16][CH2:17]2)[CH3:20])[cH:6][cH:7]1.